Dataset: the Open Reaction Database (ORD), a public repository of structured organic reaction records. Task: describe an organic reaction: reactants, conditions, products, and yield Reactants: OCCCCCCO, COC, Cc1ccccc1, COC, O, C=CC(=O)O, Cc1ccc(S(=O)(=O)O)cc1. Product: OCCCCCCO, COC, C=CC(=O)O. RXN SMILES: [CH2:7]([CH2:8][CH2:9][CH2:10][CH2:11][CH2:12][OH:13])[OH:14].[CH3:1][O:2][CH3:3].[CH3:31][c:32]1[cH:33][cH:34][cH:35][cH:36][cH:37]1.[CH3:4][O:5][CH3:6].[OH2:38].[OH:15][C:16](=[O:17])[CH:18]=[CH2:19].[c:20]1([CH3:21])[cH:22][cH:23][c:24]([S:25]([OH:26])(=[O:27])=[O:28])[cH:29][cH:30]1>>[CH2:7]([CH2:8][CH2:9][CH2:10][CH2:11][CH2:12][OH:13])[OH:14].[CH3:1][O:2][CH3:3].[O:15]=[C:16]([OH:17])[CH:18]=[CH2:19]. Starting materials: CON(C([C@H](C(C)C)NC(OC(C)(C)C)=O)=O)C ((S)-tert-butyl 1-(methoxy(methyl)amino)-3-methyl-1-oxobutan-2-ylcarbamate), C[Li] (methyl lithium), CC#N (MeCN). The solvent is C(=O)=O (dry ice), C1CCOC1 (THF), CCOC(=O)C (EtOAc), O (water). Reaction conditions: time 4 hour. Yields the product CC(C)[C@@H](C(C)=O)NC(OC(C)(C)C)=O ((S)-tert-butyl 2-methyl-4-oxopentan-3-ylcarbamate). As a reaction SMILES: CON(C)[C:4](=[O:17])[C@@H:5]([NH:9][C:10](=[O:16])[O:11][C:12]([CH3:15])([CH3:14])[CH3:13])[CH:6]([CH3:8])[CH3:7].C[Li].[CH3:21]C#N>C1COCC1.C(=O)=O.CCOC(C)=O.O>[CH3:8][CH:6]([C@H:5]([NH:9][C:10](=[O:16])[O:11][C:12]([CH3:13])([CH3:14])[CH3:15])[C:4](=[O:17])[CH3:21])[CH3:7]. Reported procedure: To a solution of (S)-tert-butyl 1-(methoxy(methyl)amino)-3-methyl-1-oxobutan-2-ylcarbamate (4.23 g, 16.25 mmol) in THF (100 mL) at −70° C. was added drop wise methyl lithium (1.071 g, 48.7 mmol). Cold bath was replaced with −40° C. bath (MeCN in dry ice) removed and the reaction was stirred for 4 hours. Saturated NH4Cl solution (10 mL) was then added cautiously to quench the reaction. The reaction mixture was then allowed to warm to room temperature, and diluted with EtOAc (100 mL) and water (50... Starting materials: CC1=C(SC=C1)C(=O)OCC (ethyl 3-methyl-2-thiophenecarboxylate), [OH-].[Na+] (sodium hydroxide), BrBr (Bromine). Reagents/catalysts: [Zn] (zinc). Run in C(C)(=O)O (acetic acid). Conditions: temperature 85 celsius, time 6 hour. Product: BrC=1C(=C(SC1)C(=O)OCC)C (Ethyl 4-bromo-3-methyl-2-thiophenecarboxylate). Yield: 97.0%. Reaction SMILES: [CH3:1][C:2]1[CH:6]=[CH:5][S:4][C:3]=1[C:7]([O:9][CH2:10][CH3:11])=[O:8].[OH-].[Na+].[Br:14]Br>C(O)(=O)C.[Zn]>[Br:14][C:6]1[C:2]([CH3:1])=[C:3]([C:7]([O:9][CH2:10][CH3:11])=[O:8])[S:4][CH:5]=1 |f:1.2|. Procedure: A solution of ethyl 3-methyl-2-thiophenecarboxylate (20.0 g, 0.118 mol) and sodium hydroxide (12.3 g, 0.307 mol) in acetic acid (75 mL) was heated to 60° C. Bromine (46.9 g, 0.294 mol) was added dropwise at such a rate so as to maintain the temperature of the reaction mixture at <85° C. When the addition was complete, the resulting solution was stirred at 85° C. for 6 hours, at which time analysis by gas chromatography/mass spectrometry showed complete conversion to ethyl 4,5-dibromo-3-methyl-2-...